This data is from the Open Reaction Database (ORD), a public repository of structured organic reaction records. The task is: describe an organic reaction: reactants, conditions, products, and yield The reactants are CO, O, COc1ccc(SC(C)(Cc2ccccc2)C(=O)NO)cc1. The product is COc1ccc(S(=O)C(C)(Cc2ccccc2)C(=O)NO)cc1. RXN SMILES: [CH3:24][OH:25].[OH2:23].[OH:1][NH:2][C:3]([C:4]([CH2:5][c:6]1[cH:7][cH:8][cH:9][cH:10][cH:11]1)([CH3:12])[S:13][c:14]1[cH:15][cH:16][c:17]([O:20][CH3:21])[cH:18][cH:19]1)=[O:22]>>[OH:1][NH:2][C:3]([C:4]([CH2:5][c:6]1[cH:7][cH:8][cH:9][cH:10][cH:11]1)([CH3:12])[S:13]([c:14]1[cH:15][cH:16][c:17]([O:20][CH3:21])[cH:18][cH:19]1)=[O:23])=[O:22].